This data is from the Open Reaction Database (ORD), a public repository of structured organic reaction records. The task is: describe an organic reaction: reactants, conditions, products, and yield Reactants: FC1=C(C=CC=C1)C=1OC2=C(C(=CC(=C2C(C1)=O)OC)OC)[C@H]1[C@@H](N(CC1)C)CO ((+)-trans-2-(2-Fluoro-phenyl)-8-(2-hydroxymethyl-1-methyl-pyrrolidin-3-yl)-5,7-dimethoxy-chromen-4-one), Cl.N1=CC=CC=C1 (pyridine hydrochloride). The product is FC1=C(C=CC=C1)C=1OC2=C(C(=CC(=C2C(C1)=O)O)O)[C@H]1[C@@H](N(CC1)C)CO ((+)-trans-2-(2-Fluoro-phenyl)-5,7-dihydroxy-8-(2-hydroxymethyl-1-methyl-pyrrolidin-3-yl)-chromen-4-one). As a reaction SMILES: [F:1][C:2]1[CH:7]=[CH:6][CH:5]=[CH:4][C:3]=1[C:8]1[O:9][C:10]2[C:15]([C:16](=[O:18])[CH:17]=1)=[C:14]([O:19]C)[CH:13]=[C:12]([O:21]C)[C:11]=2[C@@H:23]1[CH2:27][CH2:26][N:25]([CH3:28])[C@H:24]1[CH2:29][OH:30].Cl.N1C=CC=CC=1>>[F:1][C:2]1[CH:7]=[CH:6][CH:5]=[CH:4][C:3]=1[C:8]1[O:9][C:10]2[C:15]([C:16](=[O:18])[CH:17]=1)=[C:14]([OH:19])[CH:13]=[C:12]([OH:21])[C:11]=2[C@@H:23]1[CH2:27][CH2:26][N:25]([CH3:28])[C@H:24]1[CH2:29][OH:30] |f:1.2|. Reported procedure: Compound of example 20 (0.07 g, 0.169 mmol) subjected to demethylation with pyridine hydrochloride (1 g, 8.65 mmol) as described in example 17 afforded the title compound. Starting materials: CN (methylamine), C(C)(C)(C)OC(=O)N1C(=CC2=CC=CC=C12)C1=C(N=NC(=C1)C1=CC(=C(C(=C1)OC)OCOCC[Si](C)(C)C)C=O)OC (2-{6-[3-Formyl-5-methoxy-4-(2-trimethylsilanyl-ethoxymethoxy)-phenyl]-3-methoxy-pyridazin-4-yl}-indole-1-carboxylic acid tert-butyl ester), C(C)(=O)O (acetic acid), C(#N)[BH3-].[Na+] (sodium cyanoborohydride). The solvent is C1CCOC1 (THF), CO (methanol). Conditions: time 10 minute. Yields the product C(C)(C)(C)OC(=O)N1C(=CC2=CC=CC=C12)C1=C(N=NC(=C1)C1=CC(=C(C(=C1)CNC)OCOCC[Si](C)(C)C)OC)OC (2-{3-Methoxy-6-[3-methoxy-5-methylaminomethyl-4-(2-trimethylsilanyl-ethoxymethoxy)-phenyl]-pyridazin-4-yl}-indole-1-carboxylic acid tert-butyl ester). Reaction SMILES: [C:1]([O:5][C:6]([N:8]1[C:16]2[C:11](=[CH:12][CH:13]=[CH:14][CH:15]=2)[CH:10]=[C:9]1[C:17]1[CH:22]=[C:21]([C:23]2[CH:28]=[C:27]([O:29][CH3:30])[C:26]([O:31][CH2:32][O:33][CH2:34][CH2:35][Si:36]([CH3:39])([CH3:38])[CH3:37])=[C:25]([CH:40]=O)[CH:24]=2)[N:20]=[N:19][C:18]=1[O:42][CH3:43])=[O:7])([CH3:4])([CH3:3])[CH3:2].CN.C(O)(=O)C.[C:50]([BH3-])#[N:51].[Na+]>CO.C1COCC1>[C:1]([O:5][C:6]([N:8]1[C:16]2[C:11](=[CH:12][CH:13]=[CH:14][CH:15]=2)[CH:10]=[C:9]1[C:17]1[CH:22]=[C:21]([C:23]2[CH:24]=[C:25]([CH2:40][NH:51][CH3:50])[C:26]([O:31][CH2:32][O:33][CH2:34][CH2:35][Si:36]([CH3:38])([CH3:37])[CH3:39])=[C:27]([O:29][CH3:30])[CH:28]=2)[N:20]=[N:19][C:18]=1[O:42][CH3:43])=[O:7])([CH3:4])([CH3:2])[CH3:3] |f:3.4|. Procedure details: 175 mg of 2-{6-[3-Formyl-5-methoxy-4-(2-trimethylsilanyl-ethoxymethoxy)-phenyl]-3-methoxy-pyridazin-4-yl}-indole-1-carboxylic acid tert-butyl ester is dissolved in 5 ml of methanol and 0.16 ml of methylamine solution in THF is added. The solution is stirred for 10 min at RT then 19 mg of acetic acid and 20 mg of sodium cyanoborohydride is added. The reaction is stirred for 20 h at RT. The product is purified by preparative RP-HPLC eluting with a gradient of 0-100% acetonitrile in water (+0.01% t... The reactants are FC=1C(=C(C=CC1)/C=C/C(=O)OC)N=C=NC1=C(C=CC(=C1)C(F)(F)F)OC (methyl (2E)-3-{3-fluoro-2-[({[2-methoxy-5-(trifluoromethyl)phenyl]-imino}methylene)amino]phenyl}-2-propenoate), FC=1C=C(C=CC1F)N1CCNCC1 (1-(3,4-Difluorophenyl)piperazine). Solvent: ClCCl (dichloromethane). Yields the product FC=1C=CC=C2C(N(C(=NC12)N1CCN(CC1)C1=CC(=C(C=C1)F)F)C1=C(C=CC(=C1)C(F)(F)F)OC)CC(=O)OC (Methyl {8-fluoro-2-[4-(3,4-difluorophenyl)-1-piperazinyl]-3-[2-methoxy-5-(trifluoromethyl)-phenyl]-3,4-dihydro-4-quinazolinyl}acetate). As a reaction SMILES: [F:1][C:2]1[C:3]([N:14]=[C:15]=[N:16][C:17]2[CH:22]=[C:21]([C:23]([F:26])([F:25])[F:24])[CH:20]=[CH:19][C:18]=2[O:27][CH3:28])=[C:4](/[CH:8]=[CH:9]/[C:10]([O:12][CH3:13])=[O:11])[CH:5]=[CH:6][CH:7]=1.[F:29][C:30]1[CH:31]=[C:32]([N:37]2[CH2:42][CH2:41][NH:40][CH2:39][CH2:38]2)[CH:33]=[CH:34][C:35]=1[F:36]>ClCCl>[F:1][C:2]1[CH:7]=[CH:6][CH:5]=[C:4]2[C:3]=1[N:14]=[C:15]([N:40]1[CH2:39][CH2:38][N:37]([C:32]3[CH:33]=[CH:34][C:35]([F:36])=[C:30]([F:29])[CH:31]=3)[CH2:42][CH2:41]1)[N:16]([C:17]1[CH:22]=[C:21]([C:23]([F:26])([F:25])[F:24])[CH:20]=[CH:19][C:18]=1[O:27][CH3:28])[CH:8]2[CH2:9][C:10]([O:12][CH3:13])=[O:11]. Procedure: 700 mg (1.78 mmol) of methyl (2E)-3-{3-fluoro-2-[({[2-methoxy-5-(trifluoromethyl)phenyl]-imino}methylene)amino]phenyl}-2-propenoate (Example 18A), 352 mg (1.78 mmol) of 1-(3,4-difluorophenyl)piperazine (Example 16A) and a spatula tip of silica gel are stirred in 20 ml of dichloromethane at room temperature for 1 hour and then under reflux for 20 hours. The target compound is then purified by chromatography on silica gel (dichloromethane, dichloromethane/ethyl acetate 10:1).